Task: describe an organic reaction: reactants, conditions, products, and yield. Dataset: the Open Reaction Database (ORD), a public repository of structured organic reaction records Reactants: ClCCC1CNC(O1)=O (5-(2-chloroethyl)-2-oxazolidinone), FC1=C(C=CC=C1)N1CCNCC1 (1-(2-fluorophenyl)piperazine). The product is FC1=C(C=CC=C1)N1CCN(CC1)CCC1CNC(O1)=O (5-[2-[4-(2-Fluorophenyl)Piperazinyl]Ethyl]-2-Oxazolidinone). Procedure: Following the procedure of Example 35, the title compound was prepared from 5-(2-chloroethyl)-2-oxazolidinone and 1-(2-fluorophenyl)piperazine, mp 121°-124° C. RXN SMILES: Cl[CH2:2][CH2:3][CH:4]1[O:8][C:7](=[O:9])[NH:6][CH2:5]1.[F:10][C:11]1[CH:16]=[CH:15][CH:14]=[CH:13][C:12]=1[N:17]1[CH2:22][CH2:21][NH:20][CH2:19][CH2:18]1>>[F:10][C:11]1[CH:16]=[CH:15][CH:14]=[CH:13][C:12]=1[N:17]1[CH2:22][CH2:21][N:20]([CH2:2][CH2:3][CH:4]2[O:8][C:7](=[O:9])[NH:6][CH2:5]2)[CH2:19][CH2:18]1. Starting materials: CNS(=O)(=O)Cc1ccc(NC(=O)C(F)(F)F)c(Br)c1, O=C(OCc1ccccc1)N1CCCC1C=CCO. The product is CNS(=O)(=O)Cc1ccc(N(CC=CC2CCCN2C(=O)OCc2ccccc2)C(=O)C(F)(F)F)c(Br)c1. RXN SMILES: [Br:20][c:21]1[c:22]([NH:23][C:24]([C:25]([F:26])([F:27])[F:28])=[O:29])[cH:30][cH:31][c:32]([CH2:34][S:35](=[O:36])(=[O:37])[NH:38][CH3:39])[cH:33]1.[CH2:1]([c:2]1[cH:3][cH:4][cH:5][cH:6][cH:7]1)[O:8][C:9](=[O:10])[N:11]1[CH:12]([CH:16]=[CH:17][CH2:18][OH:19])[CH2:13][CH2:14][CH2:15]1>>[CH2:1]([c:2]1[cH:3][cH:4][cH:5][cH:6][cH:7]1)[O:8][C:9](=[O:10])[N:11]1[CH:12]([CH:16]=[CH:17][CH2:18][N:23]([c:22]2[c:21]([Br:20])[cH:33][c:32]([CH2:34][S:35](=[O:36])(=[O:37])[NH:38][CH3:39])[cH:31][cH:30]2)[C:24]([C:25]([F:26])([F:27])[F:28])=[O:29])[CH2:13][CH2:14][CH2:15]1. Reactants: COC(OC)c1cc(Oc2cccc(N)c2)ccc1[N+](=O)[O-], O=CC1CCCCC1. As a reaction SMILES: [CH3:9][O:10][CH:11]([c:12]1[cH:13][c:14]([O:15][c:16]2[cH:17][c:18]([NH2:22])[cH:19][cH:20][cH:21]2)[cH:23][cH:24][c:25]1[N+:26](=[O:27])[O-:28])[O:29][CH3:30].[CH:1]1([CH:7]=[O:8])[CH2:2][CH2:3][CH2:4][CH2:5][CH2:6]1>>[CH:1]1([CH2:7][NH:22][c:18]2[cH:17][c:16]([O:15][c:14]3[cH:13][c:12]([CH:11]([O:10][CH3:9])[O:29][CH3:30])[c:25]([N+:26](=[O:27])[O-:28])[cH:24][cH:23]3)[cH:21][cH:20][cH:19]2)[CH2:2][CH2:3][CH2:4][CH2:5][CH2:6]1. The product is COC(OC)c1cc(Oc2cccc(NCC3CCCCC3)c2)ccc1[N+](=O)[O-]. Reactants: N1=C(NC2=C1C=CC=C2)CNCCN (N-(2-Benzimidazolylmethyl)ethylenediamine), CN(CCN=C=S)C (2-dimethylaminoethyl isothiocyanate), C(CN)N (ethylenediamine), ClCC=1NC2=C(N1)C=CC=C2 (2-chloromethylbenzimidazole). Product: CN(CCNC(=S)NCCNCC=1NC2=C(N1)C=CC=C2)C (N-(2-Dimethylaminoethyl)-N'-[2-(2-benzimidazolylmethylamino)ethyl]thiourea). Reaction SMILES: [N:1]1[C:5]2[CH:6]=[CH:7][CH:8]=[CH:9][C:4]=2[NH:3][C:2]=1[CH2:10][NH:11][CH2:12][CH2:13][NH2:14].C(N)CN.ClCC1NC2C=CC=CC=2N=1.[CH3:30][N:31]([CH3:37])[CH2:32][CH2:33][N:34]=[C:35]=[S:36]>>[CH3:30][N:31]([CH3:37])[CH2:32][CH2:33][NH:34][C:35]([NH:14][CH2:13][CH2:12][NH:11][CH2:10][C:2]1[NH:1][C:5]2[CH:6]=[CH:7][CH:8]=[CH:9][C:4]=2[N:3]=1)=[S:36]. Reported procedure: N-(2-Benzimidazolylmethyl)ethylenediamine, prepared by reacting ethylenediamine with 2-chloromethylbenzimidazole by the procedure of Example 40, is reacted with 2-dimethylaminoethyl isothiocyanate by the procedure of Example 40 to give the title compound. Reactants: ClC1=C(C(=CC=C1)Cl)NC(=S)NC(NC(C)(C)C)=O (1-(2,6-dichlorophenyl)3-(t-butylcarbamyl)thiourea). Solvent: Cl (hydrochloric acid). Yields the product ClC1=C(C(=CC=C1)Cl)NC(=S)NC(N)=O (1-(2,6-dichlorophenyl)-3-carbamylthiourea). RXN SMILES: [Cl:1][C:2]1[CH:7]=[CH:6][CH:5]=[C:4]([Cl:8])[C:3]=1[NH:9][C:10]([NH:12][C:13](=[O:19])[NH:14]C(C)(C)C)=[S:11]>Cl>[Cl:1][C:2]1[CH:7]=[CH:6][CH:5]=[C:4]([Cl:8])[C:3]=1[NH:9][C:10]([NH:12][C:13](=[O:19])[NH2:14])=[S:11]. Reported procedure: A mixture of 32 g (0.1 mole) of 1-(2,6-dichlorophenyl)3-(t-butylcarbamyl)thiourea and 200 ml of conc. hydrochloric acid is refluxed for 1/2 hour. The reaction mixture is cooled, filtered and washed with 10 ml of 1:1 HCl/H2O and dried. The product is then recrystallized from ethanolether to obtain 1-(2,6-dichlorophenyl)-3-carbamylthiourea. The reactants are COC=1C=C(CC2N(CCC3=C(C=CC(=C23)OC)O)CC(=O)NCC2=NC=CC=C2)C=CC1OC (2-[1-(3,4-dimethoxy-benzyl)-5-hydroxy-8-methoxy-3,4-dihydro-1H-isoquinolin-2-yl]-N-(pyridin-2-yl-methyl)-acetamide), BrCC(=O)OC (methyl bromoacetate). Yields the product COC(COC1=C2CCN(C(C2=C(C=C1)OC)CC1=CC(=C(C=C1)OC)OC)C(C(N)=O)CC1=NC=CC=C1)=O ([2-[(Pyridin-2-yl-methyl)-carbamoyl-methyl]-1-(3,4-dimethoxy-benzyl)-8-methoxy-1,2,3,4-tetrahydro-isoquinolin-5-yloxy]-acetic acid methyl ester). RXN SMILES: [CH3:1][O:2][C:3]1[CH:4]=[C:5]([CH:31]=[CH:32][C:33]=1[O:34][CH3:35])[CH2:6][CH:7]1[C:16]2[C:11](=[C:12]([OH:19])[CH:13]=[CH:14][C:15]=2[O:17][CH3:18])[CH2:10][CH2:9][N:8]1[CH2:20][C:21]([NH:23]CC1C=CC=CN=1)=[O:22].Br[CH2:37][C:38]([O:40][CH3:41])=[O:39]>>[CH3:41][O:40][C:38](=[O:39])[CH2:37][O:19][C:12]1[CH:13]=[CH:14][C:15]([O:17][CH3:18])=[C:16]2[C:11]=1[CH2:10][CH2:9][N:8]([CH:20]([CH2:6][C:7]1[CH:16]=[CH:11][CH:10]=[CH:9][N:8]=1)[C:21](=[O:22])[NH2:23])[CH:7]2[CH2:6][C:5]1[CH:31]=[CH:32][C:33]([O:34][CH3:35])=[C:3]([O:2][CH3:1])[CH:4]=1. Procedure details: prepared by reaction of 2-[1-(3,4-dimethoxy-benzyl)-5-hydroxy-8-methoxy-3,4-dihydro-1H-isoquinolin-2-yl]-N-(pyridin-2-yl-methyl)-acetamide with methyl bromoacetate The reactants are C(C)OC(CN(C1=C(C=C2C(=NNC2=C1)CC)C)CC(=O)OCC)=O (N-(3-ethyl-5-methyl-1H-indazol-6-yl)iminodiacetic acid diethyl ester), F[B-](F)(F)F.C[O+](C)C (trimethyloxonium tetrafluoroborate). The product is C(C)OC(CN(C=1C(=CC2=C(N(N=C2C1)C)CC)C)CC(=O)OCC)=O (N-(3-ethyl-2,5-dimethyl-2H-indazol-6-yl)iminodiacetic acid diethyl ester). Yield: 33.0%. As a reaction SMILES: [CH2:1]([O:3][C:4](=[O:25])[CH2:5][N:6]([CH2:19][C:20]([O:22][CH2:23][CH3:24])=[O:21])[C:7]1[CH:15]=[C:14]2[C:10]([C:11]([CH2:16][CH3:17])=[N:12][NH:13]2)=[CH:9][C:8]=1[CH3:18])[CH3:2].F[B-](F)(F)F.[CH3:31][O+](C)C>>[CH2:1]([O:3][C:4](=[O:25])[CH2:5][N:6]([CH2:19][C:20]([O:22][CH2:23][CH3:24])=[O:21])[C:7]1[C:8]([CH3:18])=[CH:9][C:10]2[C:14]([CH:15]=1)=[N:13][N:12]([CH3:31])[C:11]=2[CH2:16][CH3:17])[CH3:2] |f:1.2|. Procedure details: Using the compound (722 mg, 2.08 mmol) of step C, and trimethyloxonium tetrafluoroborate (527 mg, 3.56 mmol), and according to the method of Reference Example 137, step F, the title compound (248 mg, yield 33%) was obtained as a yellow oil. Procedure details: A solution of (2 mmol) of 8, (2.2 mmol) of 4-propylphenylboronic acid, 250 mg (2.40 mmol) of neopentyl glycol, 1.53 g (4.84 mmol) of Ba(OH)2, 8H2O, 1.35 ml (0.103 mmol, 5 mol %) of a 76 mM acetone solution of Pd(OAc)2 in 20 ml of 95% i-PrOH is stirred at 80° C. for 12 hours. The solvent is subsequently removed under reduced pressure. 5 ml of 2 M HCl are added to the residue, and the mixture is extracted with dichloromethane (3×5 ml). The combined organic phases are dried over MgSO4 and filtered ... Yields the product C1(=CC=CC=C1)C=1C(=CC=CC1)C1=CC=CC=C1 (Terphenyl). Reagents/catalysts: CC(=O)[O-].CC(=O)[O-].[Pd+2] (Pd(OAc)2). The reactants are C[Si](C1=C(C(=C(C=C1)C1=C(C=C(C=C1)I)F)F)F)(C)C (Trimethyl(2,3,2′-trifluoro-4′-iodobiphenyl-4-yl)silane), C(CC)C1=CC=C(C=C1)B(O)O (4-propylphenylboronic acid), OCC(C)(CO)C (neopentyl glycol), Ba(OH)2, CC(=O)C (acetone). The solvent is CC(C)O (i-PrOH). Yield: 89.0%. Reaction SMILES: C[Si](C)(C)[C:3]1[CH:8]=[CH:7][C:6]([C:9]2[CH:14]=[CH:13][C:12](I)=[CH:11][C:10]=2F)=[C:5](F)[C:4]=1F.C([C:24]1[CH:29]=[CH:28][C:27](B(O)O)=[CH:26][CH:25]=1)CC.OCC(C)(CO)C.CC(C)=O>CC(O)C.CC([O-])=O.CC([O-])=O.[Pd+2]>[C:6]1([C:9]2[C:10]([C:24]3[CH:29]=[CH:28][CH:27]=[CH:26][CH:25]=3)=[CH:11][CH:12]=[CH:13][CH:14]=2)[CH:7]=[CH:8][CH:3]=[CH:4][CH:5]=1 |f:5.6.7|. As a reaction SMILES: [C:1](O)(=[O:3])C.C(O)=O.[CH2:8]([O:10][C:11]1[CH:16]=[CH:15][C:14]([C:17]2[CH:18]=[CH:19][C:20]3[NH:26][CH2:25][CH2:24][C:23]([C:27]([O:29][CH3:30])=[O:28])=[CH:22][C:21]=3[CH:31]=2)=[CH:13][C:12]=1[F:32])[CH3:9].C(OC=O)=O>C1COCC1>[CH2:8]([O:10][C:11]1[CH:16]=[CH:15][C:14]([C:17]2[CH:18]=[CH:19][C:20]3[N:26]([CH:1]=[O:3])[CH2:25][CH2:24][C:23]([C:27]([O:29][CH3:30])=[O:28])=[CH:22][C:21]=3[CH:31]=2)=[CH:13][C:12]=1[F:32])[CH3:9]. Yield: 89.0%. Reported procedure: To anhydrous acetic acid (0.63 ml) was added formic acid (0.31 ml) at 0° C., and the mixture was stirred at 60° C. for 2 hours, cooled and diluted with THF (10 ml). In THF (10 ml) was dissolved methyl 7-(4-ethoxy-3-fluorophenyl)-2,3-dihydro-1H-1-benzazepine-4-carboxylate (510 mg), and the solution was added dropwise to the previously prepared solution of formic anhydride in THF, at 0° C. The mixture was stirred at room temperature for 2 hours, and the solvent was evaporated under reduced pressur... The reactants are C(=O)OC=O (formic anhydride), C(C)(=O)O (acetic acid), C(=O)O (formic acid), C(C)OC1=C(C=C(C=C1)C=1C=CC2=C(C=C(CCN2)C(=O)OC)C1)F (methyl 7-(4-ethoxy-3-fluorophenyl)-2,3-dihydro-1H-1-benzazepine-4-carboxylate). Run at temperature 60 celsius, time 2 hour. Product: C(C)OC1=C(C=C(C=C1)C=1C=CC2=C(C=C(CCN2C=O)C(=O)OC)C1)F (methyl 7-(4-ethoxy-3-fluoropheny)-1-formyl-2,3-dihydro-1H-1-benzazepine-4-carboxylate). Solvent: C1CCOC1 (THF), C1CCOC1 (THF), C1CCOC1 (THF). Reactants: CCCc1c(CNC)ccc2ccccc12, CN1CC(=O)Nc2ncc(C=CC(=O)O)cc2C1, CCN=C=NCCCN(C)C, CCN(C(C)C)C(C)C, Cl, Cl, CN(C)C=O, O, On1nnc2ccccc21. Yields the product CCCc1c(CN(C)C(=O)C=Cc2cnc3c(c2)CN(C)CC(=O)N3)ccc2ccccc12. RXN SMILES: [CH3:20][NH:21][CH2:22][c:23]1[c:24]([CH2:33][CH2:34][CH3:35])[c:25]2[cH:26][cH:27][cH:28][cH:29][c:30]2[cH:31][cH:32]1.[CH3:2][N:3]1[CH2:4][C:5](=[O:19])[NH:6][c:7]2[c:8]([cH:10][c:11]([CH:14]=[CH:15][C:16](=[O:17])[OH:18])[cH:12][n:13]2)[CH2:9]1.[CH3:57][N:58]([CH3:59])[CH2:60][CH2:61][CH2:62][N:63]=[C:64]=[N:65][CH2:66][CH3:67].[CH:36]([N:37]([CH:38]([CH3:39])[CH3:40])[CH2:41][CH3:42])([CH3:43])[CH3:44].[ClH:1].[ClH:56].[O:68]=[CH:69][N:70]([CH3:71])[CH3:72].[OH2:45].[OH:46][n:47]1[c:48]2[cH:49][cH:50][cH:51][cH:52][c:53]2[n:54][n:55]1>>[CH3:2][N:3]1[CH2:4][C:5](=[O:19])[NH:6][c:7]2[c:8]([cH:10][c:11]([CH:14]=[CH:15][C:16](=[O:18])[N:21]([CH3:20])[CH2:22][c:23]3[c:24]([CH2:33][CH2:34][CH3:35])[c:25]4[cH:26][cH:27][cH:28][cH:29][c:30]4[cH:31][cH:32]3)[cH:12][n:13]2)[CH2:9]1.